Dataset: the Open Reaction Database (ORD), a public repository of structured organic reaction records. Task: describe an organic reaction: reactants, conditions, products, and yield Starting materials: BrC1=C(C=C(C=2NC3=CC(=CC=C3C12)C(C)(C)O)C(=O)N)Cl (4-bromo-3-chloro-7-(2-hydroxypropan-2-yl)-9H-carbazole-1-carboxamide), BrC1=C(C=C(C=2NC3=CC(=CC=C3C12)C(C)(C)O)C(=O)N)Cl (4-bromo-3-chloro-7-(2-hydroxypropan-2-yl)-9H-carbazole-1-carboxamide), ClC1=C(C=CC=C1B1OC(C(O1)(C)C)(C)C)\N=C/1\C2=C(N(C(O1)=O)C)C=CC=C2 ((Z)-4-((2-chloro-3-(4,4,5,5-tetramethyl-1,3,2-dioxaborolan-2-yl)phenyl)imino)-1-methyl-1H-benzo[d][1,3]oxazin-2(4H)-one), ClC1=C(C=CC=C1B1OC(C(O1)(C)C)(C)C)\N=C/1\C2=C(N(C(O1)=O)C)C=CC=C2 ((Z)-4-((2-chloro-3-(4,4,5,5-tetramethyl-1,3,2-dioxaborolan-2-yl)phenyl)imino)-1-methyl-1H-benzo[d][1,3]oxazin-2(4H)-one), CCO (EtOH), C(=O)([O-])[O-].[Na+].[Na+] (Na2CO3). The reagents and catalysts are C=1C=CC(=CC1)[P](C=2C=CC=CC2)(C=3C=CC=CC3)[Pd]([P](C=4C=CC=CC4)(C=5C=CC=CC5)C=6C=CC=CC6)([P](C=7C=CC=CC7)(C=8C=CC=CC8)C=9C=CC=CC9)[P](C=1C=CC=CC1)(C=1C=CC=CC1)C=1C=CC=CC1 (tetrakis(triphenylphosphine)palladium). Solvent: C1(=CC=CC=C1)C (toluene). Conditions: temperature 90 celsius. The product is ClC=1C=C(C=2NC3=CC(=CC=C3C2C1C1=C(C(=CC=C1)N1C(N(C2=CC=CC=C2C1=O)C)=O)Cl)C(C)(C)O)C(=O)N (3-chloro-4-(2-chloro-3-(1-methyl-2,4-dioxo-1,2-dihydroquinazolin-3(4H)-yl)phenyl)-7-(2-hydroxypropan-2-yl)-9H-carbazole-1-carboxamide). The yield is 4.5%. Reaction SMILES: Br[C:2]1[C:14]2[C:13]3[C:8](=[CH:9][C:10]([C:15]([OH:18])([CH3:17])[CH3:16])=[CH:11][CH:12]=3)[NH:7][C:6]=2[C:5]([C:19]([NH2:21])=[O:20])=[CH:4][C:3]=1[Cl:22].[Cl:23][C:24]1[C:29](B2OC(C)(C)C(C)(C)O2)=[CH:28][CH:27]=[CH:26][C:25]=1/[N:39]=[C:40]1/[C:41]2[CH:51]=[CH:50][CH:49]=[CH:48][C:42]=2[N:43]([CH3:47])[C:44](=[O:46])[O:45]/1.CCO.C([O-])([O-])=O.[Na+].[Na+]>C1C=CC([P]([Pd]([P](C2C=CC=CC=2)(C2C=CC=CC=2)C2C=CC=CC=2)([P](C2C=CC=CC=2)(C2C=CC=CC=2)C2C=CC=CC=2)[P](C2C=CC=CC=2)(C2C=CC=CC=2)C2C=CC=CC=2)(C2C=CC=CC=2)C2C=CC=CC=2)=CC=1.C1(C)C=CC=CC=1>[Cl:22][C:3]1[CH:4]=[C:5]([C:19]([NH2:21])=[O:20])[C:6]2[NH:7][C:8]3[C:13]([C:14]=2[C:2]=1[C:29]1[CH:28]=[CH:27][CH:26]=[C:25]([N:39]2[C:40](=[O:45])[C:41]4[C:42](=[CH:48][CH:49]=[CH:50][CH:51]=4)[N:43]([CH3:47])[C:44]2=[O:46])[C:24]=1[Cl:23])=[CH:12][CH:11]=[C:10]([C:15]([OH:18])([CH3:17])[CH3:16])[CH:9]=3 |f:3.4.5,^1:64,66,85,104|. Procedure details: A mixture of 4-bromo-3-chloro-7-(2-hydroxypropan-2-yl)-9H-carbazole-1-carboxamide [Intermediate 3] (36 mg, 0.094 mmol), (Z)-4-((2-chloro-3-(4,4,5,5-tetramethyl-1,3,2-dioxaborolan-2-yl)phenyl)imino)-1-methyl-1H-benzo[d][1,3]oxazin-2(4H)-one [Intermediate 40] (42.8 mg, 0.104 mmol), EtOH (1 mL), toluene (1 mL) and 2 M aqueous Na2CO3 (0.16 mL, 0.311 mmol) was bubbled with nitrogen for 5 min. The mixture was treated with tetrakis(triphenylphosphine)palladium (8.7 mg, 7.55 μmol), and the reaction vess... The reactants are CC(C)(C)c1cc(C(=O)O)cc(C(C)(C)C)c1O, [Cl-], O=S(Cl)Cl. Product: CC(C)(C)c1cc(C(=O)Cl)cc(C(C)(C)C)c1O. Reaction SMILES: [C:1]([CH3:2])([CH3:3])([CH3:4])[c:5]1[cH:6][c:7]([C:8](=[O:9])[OH:10])[cH:11][c:12]([C:15]([CH3:16])([CH3:17])[CH3:18])[c:13]1[OH:14].[Cl-:23].[S:19]([Cl:20])([Cl:21])=[O:22]>>[C:1]([CH3:2])([CH3:3])([CH3:4])[c:5]1[cH:6][c:7]([C:8](=[O:9])[Cl:21])[cH:11][c:12]([C:15]([CH3:16])([CH3:17])[CH3:18])[c:13]1[OH:14]. Starting materials: [N+](=O)([O-])C1=C(N)C=CC=C1 (2-nitroaniline), C(=S)(Cl)Cl (thiophosgene). The solvent is C1=CC=CC=C1 (benzene). Yields the product [N+](=O)([O-])C1=C(C=CC=C1)N=C=S (2-nitrophenyl isothiocyanate). Reaction SMILES: [N+:1]([C:4]1[CH:10]=[CH:9][CH:8]=[CH:7][C:5]=1[NH2:6])([O-:3])=[O:2].[C:11](Cl)(Cl)=[S:12]>C1C=CC=CC=1>[N+:1]([C:4]1[CH:10]=[CH:9][CH:8]=[CH:7][C:5]=1[N:6]=[C:11]=[S:12])([O-:3])=[O:2]. Procedure details: To 200 ml of benzene were added 22 g of 2-nitroaniline and 6.6 ml of thiophosgene. The mixture was refluxed for 2 hours. After cooling, the resulting crystals were removed by filtration and the filtrate was concentrated. The resulting residue was purified by a silica gel column chromatography (eluant: ethyl acetate/n-hexane=0/1→1/10) to obtain 8.0 g of 2-nitrophenyl isothiocyanate. Starting materials: C1(=CC=CC=C1)C1CC=NN1 (5-phenyl-2-pyrazoline), N (ammonia). The reagents and catalysts are [Ni] (Raney nickel). The solvent is CO (methanol). The product is C1(=CC=CC=C1)C(CCN)N (1-Phenyl-1,3-propanediamine). Reaction SMILES: [C:1]1([CH:7]2[NH:11][N:10]=[CH:9][CH2:8]2)[CH:6]=[CH:5][CH:4]=[CH:3][CH:2]=1.N>CO.[Ni]>[C:1]1([CH:7]([NH2:11])[CH2:8][CH2:9][NH2:10])[CH:6]=[CH:5][CH:4]=[CH:3][CH:2]=1. Procedure details: 73 g (0.5 mol) of 5-phenyl-2-pyrazoline are hydrogenated in 400 ml of methanol saturated with ammonia with 10 g of freshly prepared Raney nickel for 5 hours at 80° C./100 atmospheres. The Raney nickel is filtered off on a suction filter containing a layer of kieselguhr. The solvent is removed from the filtrate in a rotary evaporator and the residue is distilled in a simple distillation apparatus and then through a 25 cm Vigreux column. This gives 66 g=88% of theory of a colourless oil with a boi...